This data is from the Open Reaction Database (ORD), a public repository of structured organic reaction records. The task is: describe an organic reaction: reactants, conditions, products, and yield Starting materials: Cl (HCl), Cl (HCl), C(C=C)N (2-propenylamine), C1(CCCCC1)C=O (cyclohexane carboxaldehyde), [BH3-]C#N.[Na+] (NaBH3CN). The solvent is CO (MeOH), O (H2O). The product is C(C=C)NCC1CCCCC1 (N-(2-Propenyl)cyclohexanemethanamine). RXN SMILES: [CH2:1]([NH2:4])[CH:2]=[CH2:3].[CH:5]1([CH:11]=O)[CH2:10][CH2:9][CH2:8][CH2:7][CH2:6]1.[BH3-]C#N.[Na+].Cl>O.CO>[CH2:1]([NH:4][CH2:11][CH:5]1[CH2:10][CH2:9][CH2:8][CH2:7][CH2:6]1)[CH:2]=[CH2:3] |f:2.3|. Procedure details: To 100 mL of MeOH is added 2-propenylamine (5.7 g, 0.1 mol), 11.2 g (0.1 mol) of cyclohexane carboxaldehyde and 12 g (0.2 mol) of NaBH3CN. The pH is adjusted to 6 with concentrated HCl. Monitor the reaction by thin layer chromatography. Upon completion add concentrated HCl until gas evolution ceases. Add 300 mL of H2O and extract once with 200 mL of Et2O. Add 1N NaOH to the aqueous solution until it is basic (pH=11) and extract 2 times with 200 mL of Et2O. Dry the organic phase over Na2SO4. Filt... Reactants: BrC(Br)(Br)Br, O=C([O-])O, ClCCl, [Cl-], [H-], [NH4+], [Na+], [Na+], CN(C)C=O, COC(=O)COc1cccc2c1CCCCN2CCO, c1ccc(P(c2ccccc2)c2ccccc2)cc1, CC(S)(c1ccccc1)c1ccccc1. The product is COC(=O)COc1cccc2c1CCCCN2CCSC(C)(c1ccccc1)c1ccccc1. As a reaction SMILES: [C:40]([Br:41])([Br:42])([Br:43])[Br:44].[C:45](=[O:46])([OH:47])[O-:48].[CH2:69]([Cl:70])[Cl:71].[Cl-:67].[H-:65].[NH4+:68].[Na+:49].[Na+:66].[O:72]=[CH:73][N:74]([CH3:75])[CH3:76].[OH:1][CH2:2][CH2:3][N:4]1[CH2:5][CH2:6][CH2:7][CH2:8][c:9]2[c:10]1[cH:11][cH:12][cH:13][c:14]2[O:15][CH2:16][C:17](=[O:18])[O:19][CH3:20].[c:21]1([P:22]([c:23]2[cH:24][cH:25][cH:26][cH:27][cH:28]2)[c:29]2[cH:30][cH:31][cH:32][cH:33][cH:34]2)[cH:35][cH:36][cH:37][cH:38][cH:39]1.[c:50]1([C:56]([CH3:57])([SH:58])[c:59]2[cH:60][cH:61][cH:62][cH:63][cH:64]2)[cH:51][cH:52][cH:53][cH:54][cH:55]1>>[CH2:2]([CH2:3][N:4]1[CH2:5][CH2:6][CH2:7][CH2:8][c:9]2[c:10]1[cH:11][cH:12][cH:13][c:14]2[O:15][CH2:16][C:17](=[O:18])[O:19][CH3:20])[S:58][C:56]([c:50]1[cH:51][cH:52][cH:53][cH:54][cH:55]1)([CH3:57])[c:59]1[cH:60][cH:61][cH:62][cH:63][cH:64]1. The reactants are peroxide, C([O-])([O-])=O.[Na+].[Na+] (sodium carbonate), OC1CC(N(C(C1)(C)C)O)(C)C (4-hydroxy-1-oxyl-2,2,6,6-tetramethylpiperidine), OO (hydrogen peroxide), CS(=O)C (dimethyl sulfoxide). The reagents and catalysts are [Cl-].[Ti+3].[Cl-].[Cl-] (titanium(III) chloride). Solvent: C(Cl)Cl (methylene chloride), Cl (hydrochloric acid). Conditions: temperature 30 celsius, time 45 minute. The product is CON1C(CC(CC1(C)C)O)(C)C (1-Methoxy-4-hydroxy-2,2,6,6-tetramethylpiperidine). The yield is 10.0%. As a reaction SMILES: [OH:1][CH:2]1[CH2:7][C:6]([CH3:9])([CH3:8])[N:5]([OH:10])[C:4]([CH3:12])([CH3:11])[CH2:3]1.OO.[CH3:15]S(C)=O.C(=O)([O-])[O-].[Na+].[Na+]>Cl.C(Cl)Cl.[Cl-].[Ti+3].[Cl-].[Cl-]>[CH3:15][O:10][N:5]1[C:6]([CH3:8])([CH3:9])[CH2:7][CH:2]([OH:1])[CH2:3][C:4]1([CH3:12])[CH3:11] |f:3.4.5,8.9.10.11|. Procedure: A solution of 7.2 g (5.6 mmol) of 12% titanium(III) chloride in hydrochloric acid is added dropwise under nitrogen over a 15 minute period to a mixture of 1.0 g (5.8 mmol) of 4-hydroxy-1-oxyl-2,2,6,6-tetramethylpiperidine, 1.0 g (8.8 mmol) of hydrogen peroxide, and 15 ml of dimethyl sulfoxide at a temperature of 20° C. The reaction temperature increases to 30° C. during the addition. The mixture is stirred for 45 minutes after the peroxide addition is complete, and is then diluted with methylene... The reactants are C[C@@H]1CNC[C@@H](O1)C ((2R,6S)-2,6-dimethylmorpholine), BrC1=CC(=C2C=NN(C2=C1)S(=O)(=O)C1=CC=C(C=C1)C)NC(=O)C=1N=C(SC1)CCl (N-{6-bromo-1-[(4-methylphenyl)sulfonyl]-1H-indazol-4-yl}-2-(chloromethyl)-1,3-thiazole-4-carboxamide). Run in C(C)#N (Acetonitrile). Reaction conditions: time 8 hour. Product: BrC1=CC(=C2C=NN(C2=C1)S(=O)(=O)C1=CC=C(C=C1)C)NC(=O)C=1N=C(SC1)CN1C[C@H](O[C@H](C1)C)C (N-{6-Bromo-1-[(4-methylphenyl)sulfonyl]-1H-indazol-4-yl}-2-{[(2R,6S)-2,6-dimethyl-4-morpholinyl]methyl}-1,3-thiazole-4-carboxamide). As a reaction SMILES: [CH3:1][C@H:2]1[O:7][C@@H:6]([CH3:8])[CH2:5][NH:4][CH2:3]1.[Br:9][C:10]1[CH:18]=[C:17]2[C:13]([CH:14]=[N:15][N:16]2[S:19]([C:22]2[CH:27]=[CH:26][C:25]([CH3:28])=[CH:24][CH:23]=2)(=[O:21])=[O:20])=[C:12]([NH:29][C:30]([C:32]2[N:33]=[C:34]([CH2:37]Cl)[S:35][CH:36]=2)=[O:31])[CH:11]=1>C(#N)C>[Br:9][C:10]1[CH:18]=[C:17]2[C:13]([CH:14]=[N:15][N:16]2[S:19]([C:22]2[CH:27]=[CH:26][C:25]([CH3:28])=[CH:24][CH:23]=2)(=[O:21])=[O:20])=[C:12]([NH:29][C:30]([C:32]2[N:33]=[C:34]([CH2:37][N:4]3[CH2:5][C@H:6]([CH3:8])[O:7][C@H:2]([CH3:1])[CH2:3]3)[S:35][CH:36]=2)=[O:31])[CH:11]=1. Reported procedure: Acetonitrile (15 mL) and (2R,6S)-2,6-dimethylmorpholine (1.4 ml) were added to N-{6-bromo-1-[(4-methylphenyl)sulfonyl]-1H-indazol-4-yl}-2-(chloromethyl)-1,3-thiazole-4-carboxamide (2 g) and the reaction mixture was refluxed for 3 h. On cooling a solid precipitated. The mixture was diluted with acetonitrile (15 ml) and the solid was collected by filtration, washing with acetonitrile. The solid was dried on the vacuum pump overnight to give title compound (1.86 g). Reactants: C(C1=CC=CC=C1)N1CCC(CC1)=CCCCC#N (1-benzyl-4-(4-cyanobutylidene)piperidine). Reagents/catalysts: [Pt](=O)=O (platinum dioxide). Solvent: O1CCCC1 (tetrahydrofuran). Conditions: time 12 hour. The product is C(C1=CC=CC=C1)N1CCC(CC1)CCCCC#N (1-benzyl-4-(4-cyanobutyl)piperidine). Isolated yield 56.4%. Reaction SMILES: [CH2:1]([N:8]1[CH2:13][CH2:12][C:11](=[CH:14][CH2:15][CH2:16][CH2:17][C:18]#[N:19])[CH2:10][CH2:9]1)[C:2]1[CH:7]=[CH:6][CH:5]=[CH:4][CH:3]=1>O1CCCC1.[Pt](=O)=O>[CH2:1]([N:8]1[CH2:13][CH2:12][CH:11]([CH2:14][CH2:15][CH2:16][CH2:17][C:18]#[N:19])[CH2:10][CH2:9]1)[C:2]1[CH:7]=[CH:6][CH:5]=[CH:4][CH:3]=1. Reported procedure: A mixture of 1-benzyl-4-(4-cyanobutylidene)piperidine (8.8 g) and platinum dioxide (1.2 g) in tetrahydrofuran (150 ml) was hydrogenated at atmospheric pressure for 12 hours. After the catalyst was filtered out, the filtrate was evaporated in vacuo. The residue was chromatographed on silica gel eluting with chloroform/methanol (95:5) and the fractions containing the object compound were combined and evaporated to afford 1-benzyl-4-(4-cyanobutyl)piperidine (5.0 g) as an oil. The reactants are [OH-].[K+] (KOH), O (water), OC(CC(C)(C)OO)C (3-hydroxy-1,1-dimethyl butyl hydroperoxide), OC(CC(C)(OO)C)C (4-hydroxy-2-methyl-2-hydroperoxypentane), C(C(C)(C)C)(=O)Cl (pivaloyl chloride), peroxyester, OH, liquid, [OH-].[K+] (KOH). Reagents/catalysts: [Br-].C(CCC)[N+](CCCC)(CCCC)CCCC (tetrabutylammonium bromide). Run in C(Cl)Cl (methylene chloride), C(Cl)Cl (methylene chloride). Yields the product C(C(C)(C)C)(=O)OOC(CC(C)O)(C)C (3-Hydroxy-1,1-dimethylbutyl Peroxypivalate). Yield: 81.3%. As a reaction SMILES: [OH-].[K+].O.[OH:4][CH:5]([CH3:12])[CH2:6][C:7]([O:10][OH:11])([CH3:9])[CH3:8].[C:13](Cl)(=[O:18])[C:14]([CH3:17])([CH3:16])[CH3:15]>[Br-].C([N+](CCCC)(CCCC)CCCC)CCC.C(Cl)Cl>[C:13]([O:11][O:10][C:7]([CH3:9])([CH3:8])[CH2:6][CH:5]([OH:4])[CH3:12])(=[O:18])[C:14]([CH3:17])([CH3:16])[CH3:15] |f:0.1,5.6|. Procedure details: A jacketed reactor equipped with a mechanical stirrer, a thermometer and a dropping funnel was charged with 19.9 g (0.160 mole) of 45% KOH, 9.9 g of water, 21.5 g (0.150 mole) of 93.7% 3-hydroxy-1,1-dimethyl butyl hydroperoxide (also known as 4-hydroxy-2-methyl-2-hydroperoxypentane), 25 g of methylene chloride and 0.65 g (0.002 mole) of tetrabutylammonium bromide, a phase transfer catalyst (PTC). The resulting vigorously stirred mixture was cooled to -5° to -2° C. and to it was slowly added 12.6...